This data is from the Open Reaction Database (ORD), a public repository of structured organic reaction records. The task is: describe an organic reaction: reactants, conditions, products, and yield The reactants are [BH4-].[Na+] (NaBH4), N1C=C(C2=CC=CC=C12)C=O (indole-3-carboxaldehyde), CN (CH3NH2). The solvent is CO (MeOH), CO (MeOH). Conditions: time 8 hour. The product is CNCC1=CNC2=CC=CC=C12 (3-(Methylaminomethyl)-1H-indole). RXN SMILES: [NH:1]1[C:9]2[C:4](=[CH:5][CH:6]=[CH:7][CH:8]=2)[C:3]([CH:10]=O)=[CH:2]1.[CH3:12][NH2:13].[BH4-].[Na+]>CO>[CH3:12][NH:13][CH2:10][C:3]1[C:4]2[C:9](=[CH:8][CH:7]=[CH:6][CH:5]=2)[NH:1][CH:2]=1 |f:2.3|. Procedure details: To a solution of indole-3-carboxaldehyde (5.4 g, 34.1 mmole) in MeOH (30 mL) was added a solution of 2.0 M CH3NH2 in MeOH (51.3 mL, 102.6 mmole). The reaction was stirred at RT overnight, then was concentrated to a light yellow oil. This oil was dissolved in EtOH (40 mL), and NaBH4 (1.3 g, 34.1 mmole) was added. After 16 hrs the reaction was concentrated to a slurry and dissolved in 10% Na2CO3(100 mL). The aqueous solution was extracted with EtOAc (2×200 mL) and the combined organic fractions we...